This data is from the Open Reaction Database (ORD), a public repository of structured organic reaction records. The task is: describe an organic reaction: reactants, conditions, products, and yield The reactants are ClC1=CC(=CC=C1)C(=O)OO (m-chloroperbenzoic acid), C(C1=CC=CC=C1)(C1=CC=CC=C1)OC(=O)C=1N2C(C(C2SCC1C1=CN=C(S1)CC=1C=NC=CC1)NC(C(C=1N=C(SC1)NC(C1=CC=CC=C1)(C1=CC=CC=C1)C1=CC=CC=C1)=NOC)=O)=O (2-benzhydryloxycarbonyl-7-[2-methoxyimino-2-(2-tritylaminothiazol-4-yl)-acetamido]-8-oxo-3-[2-(pyridin-3-yl-methyl)-thiazol-5-yl]-5-thia-1-azabicyclo[4.2.0]oct-2-ene). Run in C(Cl)Cl (methylene chloride), C(Cl)Cl (methylene chloride), C(Cl)Cl (methylene chloride). Reaction conditions: temperature 3 celsius, time 30 minute. Yields the product C(C1=CC=CC=C1)(C1=CC=CC=C1)OC(=O)C=1N2C(C(C2S(CC1C1=CN=C(S1)CC=1C=NC=CC1)=O)NC(C(C=1N=C(SC1)NC(C1=CC=CC=C1)(C1=CC=CC=C1)C1=CC=CC=C1)=NOC)=O)=O (2-benzhydryloxycarbonyl-7-[2-methoxyimino-2-(2-tritylaminothiazol-4-yl)-acetamido]-8-oxo-3-[2-(pyridin-3-yl-methyl)-thiazol- 5-yl]-5-thia-1-azabicyclo[4.2.0]oct-2-ene 5-oxide). Isolated yield 60.2%. As a reaction SMILES: ClC1C=CC=C(C(OO)=[O:9])C=1.[CH:12]([O:25][C:26]([C:28]1[N:29]2[CH:32]([S:33][CH2:34][C:35]=1[C:36]1[S:40][C:39]([CH2:41][C:42]3[CH:43]=[N:44][CH:45]=[CH:46][CH:47]=3)=[N:38][CH:37]=1)[CH:31]([NH:48][C:49](=[O:79])[C:50](=[N:76][O:77][CH3:78])[C:51]1[N:52]=[C:53]([NH:56][C:57]([C:70]3[CH:75]=[CH:74][CH:73]=[CH:72][CH:71]=3)([C:64]3[CH:69]=[CH:68][CH:67]=[CH:66][CH:65]=3)[C:58]3[CH:63]=[CH:62][CH:61]=[CH:60][CH:59]=3)[S:54][CH:55]=1)[C:30]2=[O:80])=[O:27])([C:19]1[CH:24]=[CH:23][CH:22]=[CH:21][CH:20]=1)[C:13]1[CH:18]=[CH:17][CH:16]=[CH:15][CH:14]=1>C(Cl)Cl>[CH:12]([O:25][C:26]([C:28]1[N:29]2[CH:32]([S:33](=[O:9])[CH2:34][C:35]=1[C:36]1[S:40][C:39]([CH2:41][C:42]3[CH:43]=[N:44][CH:45]=[CH:46][CH:47]=3)=[N:38][CH:37]=1)[CH:31]([NH:48][C:49](=[O:79])[C:50](=[N:76][O:77][CH3:78])[C:51]1[N:52]=[C:53]([NH:56][C:57]([C:58]3[CH:59]=[CH:60][CH:61]=[CH:62][CH:63]=3)([C:64]3[CH:65]=[CH:66][CH:67]=[CH:68][CH:69]=3)[C:70]3[CH:71]=[CH:72][CH:73]=[CH:74][CH:75]=3)[S:54][CH:55]=1)[C:30]2=[O:80])=[O:27])([C:13]1[CH:14]=[CH:15][CH:16]=[CH:17][CH:18]=1)[C:19]1[CH:20]=[CH:21][CH:22]=[CH:23][CH:24]=1. Procedure details: A solution of m-chloroperbenzoic acid (1.46 g) in methylene chloride (30 cc) is added dropwise, in the course of 15 minutes, to a solution, cooled to 3° C., of the syn isomer of 2-benzhydryloxycarbonyl-7-[2-methoxyimino-2-(2-tritylaminothiazol-4-yl)-acetamido]-8-oxo-3-[2-(pyridin-3-yl-methyl)-thiazol-5-yl]-5-thia-1-azabicyclo[4.2.0]oct-2-ene (8.30 g) in methylene chloride (85 cc). The mixture is stirred at 3° C. for 4 hours 30 minutes and then diluted with methylene chloride (100 cc). The organi... The reactants are FC1=CC=C(C=C1)C(C(CC(C(C)C)=O)C1=CC=CC=C1)=O (1-(4-fluorophenyl)-5-methyl-2-phenyl-1,4-hexanedione), NCC[C@@H]1C[C@@H](OB(O1)CC)CC(=O)OC(C)(C)C (t-butyl 2-((4R,6R)-6-(2-aminoethyl)-2-ethyl-1,3,2-dioxaborinan-4-yl)acetate). Yields the product C(C)B1O[C@@H](C[C@@H](O1)CC(=O)OC(C)(C)C)CCN1C(=C(C=C1C(C)C)C1=CC=CC=C1)C1=CC=C(C=C1)F (t-butyl 2-((4R,6R)-2-ethyl-6-(2-(2-(4-fluorophenyl)-5-isopropyl-3-phenyl-1H-pyrrol-1-yl)ethyl)-1,3,2-dioxaborinan-4-yl)acetate). As a reaction SMILES: [F:1][C:2]1[CH:7]=[CH:6][C:5]([C:8](=O)[CH:9]([C:16]2[CH:21]=[CH:20][CH:19]=[CH:18][CH:17]=2)[CH2:10][C:11](=O)[CH:12]([CH3:14])[CH3:13])=[CH:4][CH:3]=1.[NH2:23][CH2:24][CH2:25][C@H:26]1[O:31][B:30]([CH2:32][CH3:33])[O:29][C@@H:28]([CH2:34][C:35]([O:37][C:38]([CH3:41])([CH3:40])[CH3:39])=[O:36])[CH2:27]1>>[CH2:32]([B:30]1[O:29][C@@H:28]([CH2:34][C:35]([O:37][C:38]([CH3:39])([CH3:40])[CH3:41])=[O:36])[CH2:27][C@@H:26]([CH2:25][CH2:24][N:23]2[C:11]([CH:12]([CH3:14])[CH3:13])=[CH:10][C:9]([C:16]3[CH:21]=[CH:20][CH:19]=[CH:18][CH:17]=3)=[C:8]2[C:5]2[CH:6]=[CH:7][C:2]([F:1])=[CH:3][CH:4]=2)[O:31]1)[CH3:33]. Procedure: According to the same method as in Example 4-1, the title compound was synthesized using 1-(4-fluorophenyl)-5-methyl-2-phenyl-1,4-hexanedione and t-butyl 2-((4R,6R)-6-(2-aminoethyl)-2-ethyl-1,3,2-dioxaborinan-4-yl)acetate. Starting materials: C1CO1 (ethylene oxide), B(F)(F)F.CCOCC (boron trifluoride-diethyl ether), BF3 ·Et2O, COC1=C(C=C(C(=C1)OCOC)OC)OCOC (1,4-dimethoxy-2,5-bis(methoxymethoxy)benzene), C(CCC)[Li] (n-butyllithium), CN(CCN(C)C)C (N,N,N',N'-tetramethylethylenediamine). Conditions: temperature -78 celsius, time 30 minute. The product is OCCC1=C(C(=CC(=C1OCOC)OC)OCOC)OC (1-(2-hydroxyethyl)-2,5-dimethoxy-3,6-bis(methoxymethoxy)benzene). As a reaction SMILES: [CH3:1][O:2][C:3]1[CH:8]=[C:7]([O:9][CH2:10][O:11][CH3:12])[C:6]([O:13][CH3:14])=[CH:5][C:4]=1[O:15][CH2:16][O:17][CH3:18].CN(C)CCN(C)C.C([Li])CCC.[CH2:32]1[O:34][CH2:33]1.B(F)(F)F.CCOCC>O1CCCC1>[OH:34][CH2:33][CH2:32][C:5]1[C:4]([O:15][CH2:16][O:17][CH3:18])=[C:3]([O:2][CH3:1])[CH:8]=[C:7]([O:9][CH2:10][O:11][CH3:12])[C:6]=1[O:13][CH3:14] |f:4.5|. The solvent is O1CCCC1 (tetrahydrofuran), O1CCCC1 (tetrahydrofuran). Procedure: 10 Grams of 1,4-dimethoxy-2,5-bis(methoxymethoxy)benzene was dissolved in 500 ml of tetrahydrofuran, then to this solution was added 7.01 ml (46.44 mM) of N,N,N',N'-tetramethylethylenediamine and the whole mixture was cooled to -78° C. in a dry ice-acetone bath. To this cooled mixture was added dropwise 29.1 ml of n-butyllithium (1.6M-hexane solution), then stirred for 30 minutes. Next, 26.4 ml (2.091M solution) of tetrahydrofuran solution of ethylene oxide and 0.5 ml of boron trifluoride-diethy... The reactants are C(C1=CC=CC=C1)N1CCC(CC1)NC(C1=C(C=CC=C1)NC(=O)NCCCCCCC)=O (N-(1-Benzylpiperidin-4-yl)-2-(N'-n-heptylureido)benzamide), [H][H] (hydrogen). Reagents/catalysts: [Pd] (Pd/C). Solvent: CO (methanol). Product: N1CCC(CC1)NC(C1=C(C=CC=C1)NC(=O)NCCCCCCC)=O (N-(piperidin-4-yl)-2-(N'-n-heptylureido)benzamide). Reaction SMILES: C([N:8]1[CH2:13][CH2:12][CH:11]([NH:14][C:15](=[O:33])[C:16]2[CH:21]=[CH:20][CH:19]=[CH:18][C:17]=2[NH:22][C:23]([NH:25][CH2:26][CH2:27][CH2:28][CH2:29][CH2:30][CH2:31][CH3:32])=[O:24])[CH2:10][CH2:9]1)C1C=CC=CC=1.[H][H]>CO.[Pd]>[NH:8]1[CH2:13][CH2:12][CH:11]([NH:14][C:15](=[O:33])[C:16]2[CH:21]=[CH:20][CH:19]=[CH:18][C:17]=2[NH:22][C:23]([NH:25][CH2:26][CH2:27][CH2:28][CH2:29][CH2:30][CH2:31][CH3:32])=[O:24])[CH2:10][CH2:9]1. Procedure: Step 1): 10% Pd/C was added to a solution of the N-(1-benzylpiperidin-4yl)-2-(N'-n-heptylureido)benzamide (1.4 g, 3.1 mmol) obtained in Example 41 in methanol (25 ml) under nitrogen. The mixture was shaken under 50 psi hydrogen pressure for 5 hours, and then filtered under nitrogen. The filtrate was concentrated. The residue was purified by column chromatography on silica gel (50% methanol and 0.8% NH4OH in dichloromethane) to give N-(piperidin-4-yl)-2-(N'-n-heptylureido)benzamide: 48.4%: mp 159...